From a dataset of the Open Reaction Database (ORD), a public repository of structured organic reaction records. describe an organic reaction: reactants, conditions, products, and yield The reactants are FC1=CC=C(N)C=C1 (4-Fluoroaniline), OCC(O)CO (glycerol). Product: FC=1C=C2C=CC=NC2=CC1 (6-fluoroquinoline). Reaction SMILES: [F:1][C:2]1[CH:8]=[CH:7][C:5]([NH2:6])=[CH:4][CH:3]=1.O[CH2:10][CH:11]([CH2:13]O)O>>[F:1][C:2]1[CH:8]=[C:7]2[C:5](=[CH:4][CH:3]=1)[N:6]=[CH:13][CH:11]=[CH:10]2. Procedure details: 4-Fluoroaniline (ex Aldrich) and anhydrous glycerol (ex Fluka) were reacted together in a Skraup reaction according to Sveinbjornsson et al, J. Org. Chem., 16, 1450 (1951) to give 6-fluoroquinoline. The latter (3.82 g) in glacial acetic acid (22 ml) was treated with 30% hydrogen peroxide (7 ml) for 4 hours at 70°-80° C. Additional 30% hydrogen peroxide (7 ml) was added and the mixture kept for 16 hours at 70°-80° C. The solvents were removed at reduced pressure and the residue neutralized with s... Reactants: BrB(Br)Br, COc1ccc(Br)c(C=O)c1F, ClCCl. The product is O=Cc1c(Br)ccc(O)c1F. RXN SMILES: [B:13]([Br:14])([Br:15])[Br:16].[Br:1][c:2]1[cH:3][cH:4][c:5]([O:11][CH3:12])[c:6]([F:10])[c:7]1[CH:8]=[O:9].[Cl:17][CH2:18][Cl:19]>>[Br:1][c:2]1[cH:3][cH:4][c:5]([OH:11])[c:6]([F:10])[c:7]1[CH:8]=[O:9]. Reactants: ClCC1=CC=C(C(=O)OC(C)(C)C)C=C1 (tert-butyl 4-chloromethylbenzoate), [H-].[Na+] (sodium hydride), C(CC(=O)OCC=C)(=O)OCC=C (diallyl malonate), [Cl-].[NH4+] (ammonium chloride). Run in O1CCOCC1 (dioxane), C1CCOC1 (THF), O1CCOCC1 (dioxane), C1CCOC1 (THF), O (water). Conditions: time 1 hour. Product: C(C)(C)(C)OC(=O)C1=CC=C(CC(C(=O)OCC=C)C(=O)OCC=C)C=C1 (Diallyl [4-(tert-butoxycarbonyl)benzyl]malonate). RXN SMILES: [H-].[Na+].[C:3]([O:12][CH2:13][CH:14]=[CH2:15])(=[O:11])[CH2:4][C:5]([O:7][CH2:8][CH:9]=[CH2:10])=[O:6].Cl[CH2:17][C:18]1[CH:30]=[CH:29][C:21]([C:22]([O:24][C:25]([CH3:28])([CH3:27])[CH3:26])=[O:23])=[CH:20][CH:19]=1.[Cl-].[NH4+]>O1CCOCC1.C1COCC1.O>[C:25]([O:24][C:22]([C:21]1[CH:29]=[CH:30][C:18]([CH2:17][CH:4]([C:5]([O:7][CH2:8][CH:9]=[CH2:10])=[O:6])[C:3]([O:12][CH2:13][CH:14]=[CH2:15])=[O:11])=[CH:19][CH:20]=1)=[O:23])([CH3:28])([CH3:26])[CH3:27] |f:0.1,4.5|. Procedure details: At 0° C., 6.29 g (0.16 mol) of sodium hydride (careful: evolution of hydrogen) are added a little at a time to a solution of 48.24 g (0.26 mol) of diallyl malonate in 100 ml of dioxane and 40 ml of THF. After warming to room temperature, the mixture is stirred at 40° C. for 1 hour. At 40° C., 29.69 g (0.13 mol) of tert-butyl 4-chloromethylbenzoate, dissolved in 100 ml of dioxane and 40 ml of THF, are slowly added dropwise, and the reaction solution is then stirred at a bath temperature of 110° C... The reactants are COC(=O)Cc1ccc(C#Cc2cc(OC(C)C)c3c(c2)C(C)(C)CC(C)(C)O3)cc1, CO, [Na+], [OH-]. Yields the product CC(C)Oc1cc(C#Cc2ccc(CC(=O)O)cc2)cc2c1OC(C)(C)CC2(C)C. Reaction SMILES: [CH3:1][O:2][C:3]([CH2:4][c:5]1[cH:6][cH:7][c:8]([C:11]#[C:12][c:13]2[cH:14][c:15]3[c:20]([c:21]([O:23][CH:24]([CH3:25])[CH3:26])[cH:22]2)[O:19][C:18]([CH3:27])([CH3:28])[CH2:17][C:16]3([CH3:29])[CH3:30])[cH:9][cH:10]1)=[O:31].[CH3:34][OH:35].[Na+:33].[OH-:32]>>[O:2]=[C:3]([CH2:4][c:5]1[cH:6][cH:7][c:8]([C:11]#[C:12][c:13]2[cH:14][c:15]3[c:20]([c:21]([O:23][CH:24]([CH3:25])[CH3:26])[cH:22]2)[O:19][C:18]([CH3:27])([CH3:28])[CH2:17][C:16]3([CH3:29])[CH3:30])[cH:9][cH:10]1)[OH:31]. Starting materials: CNCCN1CCCC1 (N-methyl-2-(pyrrolidin-1-yl)ethylamine), P(=O)([O-])([O-])[O-].[K+].[K+].[K+] (tripotassium phosphate), CNCCN1CCCC1 (N-methyl-2-(pyrrolidin-1-yl)ethylamine), P(=O)([O-])([O-])[O-].[K+].[K+].[K+] (tripotassium phosphate), CNCCN1CCCC1 (N-Methyl-2-(pyrrolidin-1-yl)ethylamine), P(=O)([O-])([O-])[O-].[K+].[K+].[K+] (tripotassium phosphate), C1(=CC=CC=C1)C (toluene), C(C1=CC=CC=C1)OC1=C(C(=O)NC2=C(C(=O)OC(C)(C)C)C=CC(=C2)C2=CC=CC=C2)C=C(C=C1)Br (tert-butyl 2-(2-(benzyloxy)-5-bromobenzamido)-4-phenylbenzoate). Reagents/catalysts: C=1C=CC(=CC1)/C=C/C(=O)/C=C/C2=CC=CC=C2.C=1C=CC(=CC1)/C=C/C(=O)/C=C/C2=CC=CC=C2.C=1C=CC(=CC1)/C=C/C(=O)/C=C/C2=CC=CC=C2.[Pd].[Pd] (tris(dibenzylideneacetone)dipalladium(0)), C(C)(=O)[O-].[Pd+2].C(C)(=O)[O-] (palladium(II) acetate), C1(CCCCC1)P(C1=C(C=CC=C1)C1=C(C=C(C=C1C(C)C)C(C)C)C(C)C)C1CCCCC1 (2-dicyclohexylphosphino-2′,4′,6′-triisopropylbiphenyl), C=1C=CC(=CC1)/C=C/C(=O)/C=C/C2=CC=CC=C2.C=1C=CC(=CC1)/C=C/C(=O)/C=C/C2=CC=CC=C2.C=1C=CC(=CC1)/C=C/C(=O)/C=C/C2=CC=CC=C2.[Pd].[Pd] (tris(dibenzylideneacetone)dipalladium(0)), C(C)(=O)[O-].[Pd+2].C(C)(=O)[O-] (palladium(II) acetate), C1(CCCCC1)P(C1=C(C=CC=C1)C1=C(C=C(C=C1C(C)C)C(C)C)C(C)C)C1CCCCC1 (2-dicyclohexylphosphino-2′,4′,6′-triisopropylbiphenyl), C=1C=CC(=CC1)/C=C/C(=O)/C=C/C2=CC=CC=C2.C=1C=CC(=CC1)/C=C/C(=O)/C=C/C2=CC=CC=C2.C=1C=CC(=CC1)/C=C/C(=O)/C=C/C2=CC=CC=C2.[Pd].[Pd] (tris(dibenzylideneacetone)dipalladium(0)), C(C)(=O)[O-].[Pd+2].C(C)(=O)[O-] (palladium(II) acetate), C1(CCCCC1)P(C1=C(C=CC=C1)C1=C(C=C(C=C1C(C)C)C(C)C)C(C)C)C1CCCCC1 (2-dicyclohexylphosphino-2′,4′,6′-triisopropylbiphenyl). Run in C(Cl)(Cl)Cl (chloroform), O (water). The product is C(C1=CC=CC=C1)OC1=C(C(=O)NC2=C(C(=O)OC(C)(C)C)C=CC(=C2)C2=CC=CC=C2)C=C(C=C1)N(CCN1CCCC1)C (tert-butyl 2-(2-(benzyloxy)-5-(methyl(2-(pyrrolidin-1-yl)ethyl)amino)benzamido)-4-phenylbenzoate). Yield: 59.6%. As a reaction SMILES: [CH3:1][NH:2][CH2:3][CH2:4][N:5]1[CH2:9][CH2:8][CH2:7][CH2:6]1.P([O-])([O-])([O-])=O.[K+].[K+].[K+].C1(C)C=CC=CC=1.[CH2:25]([O:32][C:33]1[CH:60]=[CH:59][C:58](Br)=[CH:57][C:34]=1[C:35]([NH:37][C:38]1[CH:50]=[C:49]([C:51]2[CH:56]=[CH:55][CH:54]=[CH:53][CH:52]=2)[CH:48]=[CH:47][C:39]=1[C:40]([O:42][C:43]([CH3:46])([CH3:45])[CH3:44])=[O:41])=[O:36])[C:26]1[CH:31]=[CH:30][CH:29]=[CH:28][CH:27]=1>C1C=CC(/C=C/C(/C=C/C2C=CC=CC=2)=O)=CC=1.C1C=CC(/C=C/C(/C=C/C2C=CC=CC=2)=O)=CC=1.C1C=CC(/C=C/C(/C=C/C2C=CC=CC=2)=O)=CC=1.[Pd].[Pd].C([O-])(=O)C.[Pd+2].C([O-])(=O)C.C1(P(C2CCCCC2)C2C=CC=CC=2C2C(C(C)C)=CC(C(C)C)=CC=2C(C)C)CCCCC1.C(Cl)(Cl)Cl.O>[CH2:25]([O:32][C:33]1[CH:60]=[CH:59][C:58]([N:2]([CH3:1])[CH2:3][CH2:4][N:5]2[CH2:9][CH2:8][CH2:7][CH2:6]2)=[CH:57][C:34]=1[C:35]([NH:37][C:38]1[CH:50]=[C:49]([C:51]2[CH:56]=[CH:55][CH:54]=[CH:53][CH:52]=2)[CH:48]=[CH:47][C:39]=1[C:40]([O:42][C:43]([CH3:46])([CH3:45])[CH3:44])=[O:41])=[O:36])[C:26]1[CH:31]=[CH:30][CH:29]=[CH:28][CH:27]=1 |f:1.2.3.4,7.8.9.10.11,12.13.14|. Reported procedure: N-Methyl-2-(pyrrolidin-1-yl)ethylamine (0.086 g), tripotassium phosphate (0.17 g), tris(dibenzylideneacetone)dipalladium(0) (2.5 mg), 2-dicyclohexylphosphino-2′,4′,6′-triisopropylbiphenyl (6.4 mg), and palladium(II) acetate (1.2 mg) were added to a toluene (2.3 mL) solution of tert-butyl 2-(2-(benzyloxy)-5-bromobenzamido)-4-phenylbenzoate (0.15 g), followed by heating to reflux under a nitrogen atmosphere for 1 hour and 30 minutes. The reaction mixture was cooled to room temperature, and then N-... The reactants are C1CCC(CC1)N=C=NC2CCCCC2 (DCC), C(C1=CC=CC=C1)O (benzyl alcohol), C(=O)(OC(C)(C)C)N1[C@H](C(=O)O)C[C@H](C1)F (N-Boc-trans-4-fluoro-L-proline). Reagents/catalysts: CN(C)C=1C=CN=CC1 (DMAP). The solvent is C(Cl)Cl (CH2Cl2). Reaction conditions: time 48 hour. Product: C(C)(C)(C)OC(=O)N1[C@@H](C[C@H](C1)F)C(=O)OCC1=CC=CC=C1 ((2S,4R)-4-Fluoro-pyrrolidine-1,2-dicarboxylic acid 2-benzyl ester 1-tert-butyl ester). Reaction SMILES: [C:1]([N:8]1[CH2:15][C@H:14]([F:16])[CH2:13][C@H:9]1[C:10]([OH:12])=[O:11])([O:3][C:4]([CH3:7])([CH3:6])[CH3:5])=[O:2].C1CCC(N=C=NC2CCCCC2)CC1.[CH2:32](O)[C:33]1[CH:38]=[CH:37][CH:36]=[CH:35][CH:34]=1>C(Cl)Cl.CN(C1C=CN=CC=1)C>[C:4]([O:3][C:1]([N:8]1[CH2:15][C@H:14]([F:16])[CH2:13][C@H:9]1[C:10]([O:12][CH2:32][C:33]1[CH:38]=[CH:37][CH:36]=[CH:35][CH:34]=1)=[O:11])=[O:2])([CH3:7])([CH3:6])[CH3:5]. Procedure details: To a suspension of N-Boc-trans-4-fluoro-L-proline (4.5 g, 19.29 mmol) in CH2Cl2 (68 mL) were added DCC (4.78 g, 23.15 mmol), DMAP (0.236 g, 1.93 mmol) and benzyl alcohol (2 mL, 19.29 mmol). The resulting white suspension was stirred at RT for 48 h and filtered. The filtrate was concentrated to give a colorless oil which was purified by flash column chromatography on silica gel (c-hexane to c-hexane/EtOAc 4-1) to give the desired compound. TLC, Rf (c-hexane/EtOAc 3:1)=0.3; MS: 346.0 [M+Na]+; tR (... Yields the product Brc1ccc(Cc2cc3ccccc3[nH]2)cc1. Reactants: CC(C)(C)OC(=O)n1c(Cc2ccc(Br)cc2)cc2ccccc21, CCO, [Na+], [OH-], O. Reaction SMILES: [Br:1][c:2]1[cH:3][cH:4][c:5]([CH2:8][c:9]2[n:10]([C:18]([O:19][C:20]([CH3:21])([CH3:22])[CH3:23])=[O:24])[c:11]3[cH:12][cH:13][cH:14][cH:15][c:16]3[cH:17]2)[cH:6][cH:7]1.[CH3:27][CH2:28][OH:29].[Na+:26].[OH-:25].[OH2:30]>>[Br:1][c:2]1[cH:3][cH:4][c:5]([CH2:8][c:9]2[nH:10][c:11]3[cH:12][cH:13][cH:14][cH:15][c:16]3[cH:17]2)[cH:6][cH:7]1.